The task is: describe an organic reaction: reactants, conditions, products, and yield. This data is from the Open Reaction Database (ORD), a public repository of structured organic reaction records. The reactants are FC(C(=O)O)(F)F.FC(C(=O)O)(F)F.FC(C(=O)O)(F)F.ClC=1C=NC=2NC=3C=NC=C(CCC4=C(C=CC(NC1N2)=C4)NC(C[C@@H]4CNCC4)=O)C3 (N-[6-chloro-2,4,8,18,22-pentaazatetracyclo[14.3.1.1(3,7).1(9,13)]docosa-1(20),3(22),4,6,9(21),10,12,16,18-nonaen-12-yl]-2-[(3R)-pyrrolidin-3-yl]acetamide tris(trifluoroacetate)), FC1=CC=C(C=C1)N=C=O (1-fluoro-4-isocyanatobenzene). The product is FC(C(=O)O)(F)F.FC(C(=O)O)(F)F.ClC=1C=NC=2NC=3C=NC=C(CCC4=C(C=CC(NC1N2)=C4)NC(C[C@@H]4CN(CC4)C(=O)NC4=CC=C(C=C4)F)=O)C3 ((3R)-3-(2-{[6-Chloro-2,4,8,18,22-pentaazatetracyclo[14.3.1.1(3,7).1(9,13)]docosa-1(20),3(22),4,6,9(21),10,12,16,18-nonaen-12-yl]amino}-2-oxoethyl)-N-(4-fluorophenyl)pyrrolidine-1-carboxamide bis(trifluoroacetate)). The yield is 73.0%. As a reaction SMILES: [F:1][C:2]([F:7])([F:6])[C:3]([OH:5])=[O:4].[F:8][C:9]([F:14])([F:13])[C:10]([OH:12])=[O:11].FC(F)(F)C(O)=O.[Cl:22][C:23]1[CH:24]=[N:25][C:26]2[NH:27][C:28]3[CH:29]=[N:30][CH:31]=[C:32]([CH:53]=3)[CH2:33][CH2:34][C:35]3[CH:43]=[C:39]([NH:40][C:41]=1[N:42]=2)[CH:38]=[CH:37][C:36]=3[NH:44][C:45](=[O:52])[CH2:46][C@H:47]1[CH2:51][CH2:50][NH:49][CH2:48]1.[F:54][C:55]1[CH:60]=[CH:59][C:58]([N:61]=[C:62]=[O:63])=[CH:57][CH:56]=1>>[F:1][C:2]([F:7])([F:6])[C:3]([OH:5])=[O:4].[F:8][C:9]([F:14])([F:13])[C:10]([OH:12])=[O:11].[Cl:22][C:23]1[CH:24]=[N:25][C:26]2[NH:27][C:28]3[CH:29]=[N:30][CH:31]=[C:32]([CH:53]=3)[CH2:33][CH2:34][C:35]3[CH:43]=[C:39]([NH:40][C:41]=1[N:42]=2)[CH:38]=[CH:37][C:36]=3[NH:44][C:45](=[O:52])[CH2:46][C@H:47]1[CH2:51][CH2:50][N:49]([C:62]([NH:61][C:58]2[CH:59]=[CH:60][C:55]([F:54])=[CH:56][CH:57]=2)=[O:63])[CH2:48]1 |f:0.1.2.3,5.6.7|. Procedure details: The desired compound was prepared according to the procedure of Example D41 using N-[6-chloro-2,4,8,18,22-pentaazatetracyclo[14.3.1.1(3,7).1(9,13)]docosa-1(20),3(22),4,6,9(21),10,12,16,18-nonaen-12-yl]-2-[(3R)-pyrrolidin-3-yl]acetamide tris(trifluoroacetate) and 1-fluoro-4-isocyanatobenzene as the starting materials in 73% yield. LCMS for C30H29ClFN8O2 (M+H)+: m/z=587.0.